From a dataset of the Open Reaction Database (ORD), a public repository of structured organic reaction records. describe an organic reaction: reactants, conditions, products, and yield Reactants: ClC1=C(C(NC2=NC=C(C=C12)F)=O)C#N (4-Chloro-6-fluoro-2-oxo-1,2-dihydro-[1,8]-naphthyridine-3-carbonitrile), O1C(=CC=C1)C(=O)N1CCNCC1 (2-furoyl piperazine). Yields the product FC=1C=C2C(=C(C(NC2=NC1)=O)C#N)N1CCN(CC1)C(=O)C=1OC=CC1 (6-Fluoro-2-oxo-4-[4-(furan-2-carbonyl)-piperazine-1-yl]-1,2-dihydro-[1,8]-naphthyridine-3-carbonitrile). The yield is 71.0%. Reaction SMILES: Cl[C:2]1[C:11]2[C:6](=[N:7][CH:8]=[C:9]([F:12])[CH:10]=2)[NH:5][C:4](=[O:13])[C:3]=1[C:14]#[N:15].[O:16]1[CH:20]=[CH:19][CH:18]=[C:17]1[C:21]([N:23]1[CH2:28][CH2:27][NH:26][CH2:25][CH2:24]1)=[O:22]>>[F:12][C:9]1[CH:10]=[C:11]2[C:6](=[N:7][CH:8]=1)[NH:5][C:4](=[O:13])[C:3]([C:14]#[N:15])=[C:2]2[N:26]1[CH2:27][CH2:28][N:23]([C:21]([C:17]2[O:16][CH:20]=[CH:19][CH:18]=2)=[O:22])[CH2:24][CH2:25]1. Reported procedure: This compound was prepared from 4-chloro-6-fluoro-2-oxo-1,2-dihydro-[1,8]-naphthyridine-3-carbonitrile (96) and 2-furoyl piperazine according to general procedure E to yield 2.87 g (71%) of 6-fluoro-2-oxo-4-[4-(furan-2-carbonyl)-piperazine-1-yl]-1,2-dihydro-[1,8]-naphthyridine-3-carbonitrile (99) as white solids. MP 312° C.; 1H-NMR (DMSO-d6): δ 3.69 (m, 4H), 3.93 (m, 4H), 6.66 (dd, J=1.6, 3.6 Hz, 1H), 7.08 (d, J=3.6 Hz, 1H), 7.89 (d, J=1.6 Hz, 1H), 8.07 (dd, J=2.8, 9.2 Hz, 1H), 8.69 (d, J=2.8 Hz... Starting materials: Cl(=O)[O-].[Na+] (sodium chlorite), COC(=O)C=1N(C(C2=CC=C(C=C2C1C1=CC=C(C=C1)C=O)Cl)=O)CC1=CC=CC=C1 (2-benzyl-6-chloro-4-(4-formylphenyl)-1-oxo-1,2-dihydroisoquinoline-3-carboxylic acid methyl ester), P(=O)(O)(O)[O-].[Na+] (sodium dihydrogenphosphate), CC(C)=CC (2-methyl-2-butene). Solvent: O (water), C(CCC)O (butanol), C1CCOC1 (THF). Yields the product COC(=O)C=1N(C(C2=CC=C(C=C2C1C1=CC=C(C=C1)C(=O)O)Cl)=O)CC1=CC=CC=C1 (2-benzyl-4-(4-carboxyphenyl)-6-chloro-1-oxo-1,2-dihydroisoquinoline-3-carboxylic acid methyl ester). Isolated yield 34.2%. RXN SMILES: [CH3:1][O:2][C:3]([C:5]1[N:6]([CH2:25][C:26]2[CH:31]=[CH:30][CH:29]=[CH:28][CH:27]=2)[C:7](=[O:24])[C:8]2[C:13]([C:14]=1[C:15]1[CH:20]=[CH:19][C:18]([CH:21]=[O:22])=[CH:17][CH:16]=1)=[CH:12][C:11]([Cl:23])=[CH:10][CH:9]=2)=[O:4].P([O-])(O)(O)=[O:33].[Na+].CC(=CC)C.Cl([O-])=O.[Na+]>O.C(O)CCC.C1COCC1>[CH3:1][O:2][C:3]([C:5]1[N:6]([CH2:25][C:26]2[CH:31]=[CH:30][CH:29]=[CH:28][CH:27]=2)[C:7](=[O:24])[C:8]2[C:13]([C:14]=1[C:15]1[CH:20]=[CH:19][C:18]([C:21]([OH:33])=[O:22])=[CH:17][CH:16]=1)=[CH:12][C:11]([Cl:23])=[CH:10][CH:9]=2)=[O:4] |f:1.2,4.5|. Procedure: To a mixture of 2-benzyl-6-chloro-4-(4-formylphenyl)-1-oxo-1,2-dihydroisoquinoline-3-carboxylic acid methyl ester (93 mg), sodium dihydrogenphosphate (26 mg), 2-methyl-2-butene (100 μl), THF (2.0 ml), butanol (1.0 ml) and water (2.0 ml) was added sodium chlorite (73 mg) at 0° C. with stirring, and the mixture was stirred for 1 hr. The solvent was removed and the residue was partitioned between 1N hydrochloric acid and ethyl acetate. The organic layer was dried over magnesium sulfate and concentr... Reactants: ClC1=NC(=NC(=C1)Cl)C1=CC=CC=C1 (4,6-dichloro-2-phenylpyrimidine), COCCN (β-methoxyethylamine). Solvent: O (water). Yields the product ClC1=NC(=NC(=C1)NCCOC)C1=CC=CC=C1 (4-chloro-6-(2-methoxyethylamino)-2-phenylpyrimidine). RXN SMILES: Cl[C:2]1[CH:7]=[C:6]([Cl:8])[N:5]=[C:4]([C:9]2[CH:14]=[CH:13][CH:12]=[CH:11][CH:10]=2)[N:3]=1.[CH3:15][O:16][CH2:17][CH2:18][NH2:19]>O>[Cl:8][C:6]1[CH:7]=[C:2]([NH:19][CH2:18][CH2:17][O:16][CH3:15])[N:3]=[C:4]([C:9]2[CH:14]=[CH:13][CH:12]=[CH:11][CH:10]=2)[N:5]=1. Procedure details: Seven grams of 4,6-dichloro-2-phenylpyrimidine is added in small portions to 30 ml. of β-methoxyethylamine with slight warming and stirring. The resulting mixture is heated on a steam bath for several minutes and then poured into 500 ml. of water. The product thus obtained (5.1 g.) is recrystallized from n-heptane to afford 4-chloro-6-(2-methoxyethylamino)-2-phenylpyrimidine, 48.5°-50°C. Reactants: ClCC1=NOC(=N1)CCC(=O)O (3-(3-chloromethyl-1,2,4-oxadiazol-5-yl)propionic acid), CN(C=O)C (dimethylformamide), N1CCOCC1 (morpholine), material, [OH-].[Na+] (sodium hydroxide). The solvent is CO (methanol). Conditions: time 4 hour. Yields the product N1(CCOCC1)CC1=NOC(=N1)CCC(=O)[O-].[Na+] (sodium 3-[3-(morpholin-4-ylmethyl)-1,2,4-oxadiazol-5yl]propionate). The yield is 68.0%. As a reaction SMILES: Cl[CH2:2][C:3]1[N:7]=[C:6]([CH2:8][CH2:9][C:10]([OH:12])=[O:11])[O:5][N:4]=1.CN(C)C=O.[NH:18]1[CH2:23][CH2:22][O:21][CH2:20][CH2:19]1.[OH-].[Na+:25]>CO>[N:18]1([CH2:2][C:3]2[N:7]=[C:6]([CH2:8][CH2:9][C:10]([O-:12])=[O:11])[O:5][N:4]=2)[CH2:23][CH2:22][O:21][CH2:20][CH2:19]1.[Na+:25] |f:3.4,6.7|. Procedure details: A 25 mL, one-neck, round bottomed flask equipped with a magnetic stirrer was charged with 3-(3-chloromethyl-1,2,4-oxadiazol-5-yl)propionic acid (1.48 g, 7.77 mmol), dimethylformamide (4 mL) and morpholine (2.0 g, 22.9 mmol). The reaction mixture was then stirred for 4 h at ambient temperature. The resulting suspension was filtered, and the filter cake was washed with ether and dried to afford 2.52 g of the crude product. A portion (1.49 g) of this material was dissolved in methanol (6 mL) and tr... Conditions: time 10 minute. Product: ClC1=C(C=C(OC2=CC=C(C=C2)C2=CC=CN3C2=NS(CC3)(=O)=O)C=C1)OC (9-[4-(4-chloro-3-methoxyphenoxy)phenyl]-3,4-dihydropyrido[2,1-c][1,2,4]thiadiazine 2,2-dioxide). Reactants: ClCCS(=O)(=O)Cl (2-chloroethanesulfonyl chloride), [H-].[Na+] (NaH), ClC1=C(C=C(OC2=CC=C(C=C2)C=2C(=NC=CC2)N)C=C1)OC (3-(4-(4-chloro-3-methoxyphenoxy)phenyl)pyridin-2-amine). Reported procedure: To a suspension of NaH (60%, 220 mg) in THF (dry) (20 mL) was added 2-chloroethanesulfonyl chloride (0.347 mL) at 0° C. and the mixture was stirred for 10 min at the same temperature. A solution of 3-(4-(4-chloro-3-methoxyphenoxy)phenyl)pyridin-2-amine (359 mg) in THF (dry) (10 mL) was added at 0° C. and the mixture was stirred at room temperature under a dry atmosphere with anhydrous calcium chloride tube overnight. The mixture was quenched with water/THF then water at 0° C. and extracted with ... The solvent is C1CCOC1 (THF), C1CCOC1 (THF). Reaction SMILES: [H-].[Na+].Cl[CH2:4][CH2:5][S:6](Cl)(=[O:8])=[O:7].[Cl:10][C:11]1[CH:30]=[CH:29][C:14]([O:15][C:16]2[CH:21]=[CH:20][C:19]([C:22]3[C:23]([NH2:28])=[N:24][CH:25]=[CH:26][CH:27]=3)=[CH:18][CH:17]=2)=[CH:13][C:12]=1[O:31][CH3:32]>C1COCC1>[Cl:10][C:11]1[CH:30]=[CH:29][C:14]([O:15][C:16]2[CH:17]=[CH:18][C:19]([C:22]3[C:23]4=[N:28][S:6](=[O:8])(=[O:7])[CH2:5][CH2:4][N:24]4[CH:25]=[CH:26][CH:27]=3)=[CH:20][CH:21]=2)=[CH:13][C:12]=1[O:31][CH3:32] |f:0.1|.